Dataset: the Open Reaction Database (ORD), a public repository of structured organic reaction records. Task: describe an organic reaction: reactants, conditions, products, and yield Reactants: NC1=C(C(=O)N(CC)CC)C=C(C=C1)Br (2-amino-5-bromo-N,N-diethylbenzamide), C(C)N (ethylamine). Product: NC1=C(C(=O)NCC)C=C(C=C1)Br (2-amino-5-bromo-N-ethylbenzamide). Isolated yield 70.0%. Reaction SMILES: [NH2:1][C:2]1[CH:14]=[CH:13][C:12]([Br:15])=[CH:11][C:3]=1[C:4]([N:6](CC)[CH2:7][CH3:8])=[O:5].C(N)C>>[NH2:1][C:2]1[CH:14]=[CH:13][C:12]([Br:15])=[CH:11][C:3]=1[C:4]([NH:6][CH2:7][CH3:8])=[O:5]. Reported procedure: Prepared analogously to Compound 3D replacing diethylamine with ethylamine to afford 1.41 g of the title product (70%). 1H NMR (400 MHz, CD3OD) δ 7.55 (d, J=2.3 Hz, 1H), 7.25 (dd, J=2.4, 8.7 Hz, 1H), 6.67 (d, J=8.8 Hz, 1H), 3.32-3.38 (m, 2H), 1.20 (t, J=7.3 Hz, 3H). MS (ESI): m/z 243.33 [M+H]+. UPLC: tR=0.98 min (UPLC-SQD: analytical—2 min). Solvent: C(C)OCCO (2-ethoxyethanol). The product is N1N=CC2=CC=C(C=C12)NC1=C(C=NC2=C(C=CC=C12)OC)C#N (4-(1H-Indazol-6-ylamino)-8-methoxy-quinoline-3-carbonitrile). Reported procedure: Using an analogous procedure to that described in Example 141, 328.0 mg (1.5 mmol) of 4-chloro-8-methoxy-3-quinolinecarbonitrile, 219.7 mg (1.65 mmol) of 6-aminoindazole and 105.6 mg (173.3 mmol) of pyridine hydrochloride in 15 mL of 2-ethoxyethanol was heated at 100° C. for 2 hr. The work up gave 373.8 mg (79%) of the product as a yellow solid, m.p. 242° C. (dec.), mass (electrospray, m/e): M+H 315.9. HRCIMS: calcd 315.112 for C18H13N5O (M+), obsd 315.1126. Reaction conditions: temperature 100 celsius. As a reaction SMILES: Cl[C:2]1[C:11]2[C:6](=[C:7]([O:12][CH3:13])[CH:8]=[CH:9][CH:10]=2)[N:5]=[CH:4][C:3]=1[C:14]#[N:15].[NH2:16][C:17]1[CH:25]=[C:24]2[C:20]([CH:21]=[N:22][NH:23]2)=[CH:19][CH:18]=1.Cl.N1C=CC=CC=1>C(OCCO)C>[NH:23]1[C:24]2[C:20](=[CH:19][CH:18]=[C:17]([NH:16][C:2]3[C:11]4[C:6](=[C:7]([O:12][CH3:13])[CH:8]=[CH:9][CH:10]=4)[N:5]=[CH:4][C:3]=3[C:14]#[N:15])[CH:25]=2)[CH:21]=[N:22]1 |f:2.3|. The reactants are ClC1=C(C=NC2=C(C=CC=C12)OC)C#N (4-chloro-8-methoxy-3-quinolinecarbonitrile), product, NC1=CC=C2C=NNC2=C1 (6-aminoindazole), Cl.N1=CC=CC=C1 (pyridine hydrochloride). The reactants are ClC=1C=CC(=C(C1)C1=CC(N(C=C1OC)C(C(=O)O)CC(F)F)=O)C#N (2-[4-(5-chloro-2-cyanophenyl)-5-methoxy-2-oxopyridin-1(2H)-yl]-4,4-difluorobutanoic acid), NC1=CC=C(C(=O)OCC)C=C1 (ethyl 4-aminobenzoate), CC(N=C=NC(C)C)C (DIC). Solvent: CN(C=O)C (dimethylformamide). Reaction conditions: time 35 minute. Product: ClC=1C=CC(=C(C1)C1=CC(N(C=C1OC)C(C(=O)NC1=CC=C(C(=O)OCC)C=C1)CC(F)F)=O)C#N (Ethyl 4-({2-[4-(5-chloro-2-cyanophenyl)-5-methoxy-2-oxopyridin-1(2H)-yl]-4,4-difluorobutanoyl}amino)benzoate). As a reaction SMILES: [Cl:1][C:2]1[CH:3]=[CH:4][C:5]([C:25]#[N:26])=[C:6]([C:8]2[C:13]([O:14][CH3:15])=[CH:12][N:11]([CH:16]([CH2:20][CH:21]([F:23])[F:22])[C:17]([OH:19])=O)[C:10](=[O:24])[CH:9]=2)[CH:7]=1.[NH2:27][C:28]1[CH:38]=[CH:37][C:31]([C:32]([O:34][CH2:35][CH3:36])=[O:33])=[CH:30][CH:29]=1.CC(C)N=C=NC(C)C>CN(C)C=O>[Cl:1][C:2]1[CH:3]=[CH:4][C:5]([C:25]#[N:26])=[C:6]([C:8]2[C:13]([O:14][CH3:15])=[CH:12][N:11]([CH:16]([CH2:20][CH:21]([F:23])[F:22])[C:17]([NH:27][C:28]3[CH:29]=[CH:30][C:31]([C:32]([O:34][CH2:35][CH3:36])=[O:33])=[CH:37][CH:38]=3)=[O:19])[C:10](=[O:24])[CH:9]=2)[CH:7]=1. Procedure details: 97.0 mg (253 μmol) of 2-[4-(5-chloro-2-cyanophenyl)-5-methoxy-2-oxopyridin-1(2H)-yl]-4,4-difluorobutanoic acid (racemate), 42.0 mg (253 μmol) of ethyl 4-aminobenzoate, 36.0 mg (253 μmol) of Oxima and 39.0 μl (253 μmol) of DIC in 2.5 ml of dimethylformamide were reacted according to General Method 5B. The crude product was purified by preparative HPLC [column: Chromatorex C18, 10 μm, 125×30 mm, mobile phase: acetonitrile/0.05% formic acid gradient (0 to 3 min 10% acetonitrile, to 35 min 90% aceto... Starting materials: O=C([O-])[O-], CI, [K+], [K+], CN(C)C=O, COc1cc(N2C(=O)NC(CO)(c3ccccc3)C2=O)ccc1C#N. The product is COc1cc(N2C(=O)N(C)C(CO)(c3ccccc3)C2=O)ccc1C#N. As a reaction SMILES: [C:1](=[O:2])([O-:3])[O-:4].[CH3:7][I:8].[K+:5].[K+:6].[O:34]=[CH:35][N:36]([CH3:37])[CH3:38].[O:9]=[C:10]1[N:11]([c:24]2[cH:25][c:26]([O:32][CH3:33])[c:27]([C:28]#[N:29])[cH:30][cH:31]2)[C:12](=[O:23])[C:13]([c:15]2[cH:16][cH:17][cH:18][cH:19][cH:20]2)([CH2:21][OH:22])[NH:14]1>>[CH3:1][N:14]1[C:10](=[O:9])[N:11]([c:24]2[cH:25][c:26]([O:32][CH3:33])[c:27]([C:28]#[N:29])[cH:30][cH:31]2)[C:12](=[O:23])[C:13]1([c:15]1[cH:16][cH:17][cH:18][cH:19][cH:20]1)[CH2:21][OH:22]. Run in O=S(Cl)Cl (SOCl2). Product: Cl.Cl.ClCCNCCNCCCl (N,N'-bis(2-chloroethyl)ethylenediamine dihydrochloride). Reaction SMILES: [Cl:1][CH2:2][CH2:3][NH:4][CH2:5][CH2:6][NH:7][CH2:8][CH2:9][Cl:10].OCCNCCNCCO>O=S(Cl)Cl>[ClH:1].[ClH:1].[Cl:1][CH2:2][CH2:3][NH:4][CH2:5][CH2:6][NH:7][CH2:8][CH2:9][Cl:10] |f:3.4.5|. The reactants are ClCCNCCNCCCl (N,N'-Bis(2-chloroethyl)ethylenediamine), OCCNCCNCCO (N,N'-bis(2-hydroxyethyl)ethylenediamine). Run at time 24 hour. Procedure: N,N'-Bis(2-chloroethyl)ethylenediamine (BCE) A solution of N,N'-bis(2-hydroxyethyl)ethylenediamine (5.4 g, 0.036 mol) in SOCl2 (60 mL) was heated at 90° C. for 2 h, then stirred at room temperature for 24 h. Excess SOCl2 was then removed under reduced pressure, and the residue was triturated with isopropanol. Crystallisation from boiling isopropanol (800 mL) containing just enough water to dissolve the solids gave N,N'-bis(2-chloroethyl)ethylenediamine dihydrochloride (BCE.2HCl). RXN SMILES: [F:1][C:2]([C:18](OC)=[O:19])=[CH:3][C:4]1([C:7]2[CH:12]=[CH:11][C:10]([C:13]([F:16])([F:15])[F:14])=[CH:9][C:8]=2[F:17])[CH2:6][CH2:5]1.[H-].[Al+3].[Li+].[H-].[H-].[H-]>C(OCC)C>[F:1][C:2]([CH2:18][OH:19])=[CH:3][C:4]1([C:7]2[CH:12]=[CH:11][C:10]([C:13]([F:14])([F:15])[F:16])=[CH:9][C:8]=2[F:17])[CH2:6][CH2:5]1 |f:1.2.3.4.5.6|. Yields the product FC(=CC1(CC1)C1=C(C=C(C=C1)C(F)(F)F)F)CO (1-(2-fluoro-3-hydroxyprop-1-enyl)-1-(2-fluoro-4-trifluoromethylphenyl)cyclopropane). Yield: 77.2%. Reactants: FC(=CC1(CC1)C1=C(C=C(C=C1)C(F)(F)F)F)C(=O)OC (1-(2-Fluoro-2-(methoxycarbonyl)ethenyl)-1-(2-fluoro-4-trifluoromethylphenyl) cyclopropane), [H-].[Al+3].[Li+].[H-].[H-].[H-] (lithium aluminium hydride). Run in C(C)OCC (diethyl ether). Procedure: The method of Example 9 was repeated using 1-(2-Fluoro-2-(methoxycarbonyl)ethenyl)-1-(2-fluoro-4-trifluoromethylphenyl)-cyclopropane (Example 5) (0.77 g), diethyl ether (10 ml) and lithium aluminium hydride (0.18 g) to yield the title compound (0.54 g, 77%). Reactants: CCNC(=O)Nc1ccc(B(O)O)cc1OC, CCCO, CCOC(C)=O, CCCC(Nc1nc(Cl)ncc1C)c1cccnc1, [Na+], [Na+], O=C([O-])[O-], CC(C)(O)C(C)(C)O, Cc1ccccc1, c1ccc(P(c2ccccc2)(c2ccccc2)[Pd](P(c2ccccc2)(c2ccccc2)c2ccccc2)(P(c2ccccc2)(c2ccccc2)c2ccccc2)P(c2ccccc2)(c2ccccc2)c2ccccc2)cc1. The product is CCCC(Nc1nc(-c2ccc(NC(=O)NCC)c(OC)c2)ncc1C)c1cccnc1. RXN SMILES: [CH2:28]([CH3:29])[NH:30][C:31](=[O:32])[NH:33][c:34]1[c:35]([O:43][CH3:44])[cH:36][c:37]([B:40]([OH:41])[OH:42])[cH:38][cH:39]1.[CH2:57]([OH:58])[CH2:59][CH3:60].[CH3:51][CH2:52][O:53][C:54](=[O:55])[CH3:56].[Cl:1][c:2]1[n:3][cH:4][c:5]([CH3:19])[c:6]([NH:8][CH:9]([CH2:10][CH2:11][CH3:12])[c:13]2[cH:14][n:15][cH:16][cH:17][cH:18]2)[n:7]1.[Na+:45].[Na+:46].[O-:47][C:48](=[O:49])[O-:50].[OH:20][C:21]([C:22]([OH:23])([CH3:24])[CH3:25])([CH3:26])[CH3:27].[c:61]1([CH3:62])[cH:63][cH:64][cH:65][cH:66][cH:67]1.[cH:68]1[cH:69][cH:70][c:71]([P:72]([Pd:73]([P:74]([c:75]2[cH:76][cH:77][cH:78][cH:79][cH:80]2)([c:81]2[cH:82][cH:83][cH:84][cH:85][cH:86]2)[c:87]2[cH:88][cH:89][cH:90][cH:91][cH:92]2)([P:93]([c:94]2[cH:95][cH:96][cH:97][cH:98][cH:99]2)([c:100]2[cH:101][cH:102][cH:103][cH:104][cH:105]2)[c:106]2[cH:107][cH:108][cH:109][cH:110][cH:111]2)[P:112]([c:113]2[cH:114][cH:115][cH:116][cH:117][cH:118]2)([c:119]2[cH:120][cH:121][cH:122][cH:123][cH:124]2)[c:125]2[cH:126][cH:127][cH:128][cH:129][cH:130]2)([c:131]2[cH:132][cH:133][cH:134][cH:135][cH:136]2)[c:137]2[cH:138][cH:139][cH:140][cH:141][cH:142]2)[cH:143][cH:144]1>>[c:2]1(-[c:37]2[cH:36][c:35]([O:43][CH3:44])[c:34]([NH:33][C:31]([NH:30][CH2:28][CH3:29])=[O:32])[cH:39][cH:38]2)[n:3][cH:4][c:5]([CH3:19])[c:6]([NH:8][CH:9]([CH2:10][CH2:11][CH3:12])[c:13]2[cH:14][n:15][cH:16][cH:17][cH:18]2)[n:7]1.